Dataset: the Open Reaction Database (ORD), a public repository of structured organic reaction records. Task: describe an organic reaction: reactants, conditions, products, and yield Starting materials: O1C(=CC=C1)C=1C=C(CO)C=CC1 (3-(2-furyl)benzyl alcohol), C(C)OCC (ethyl ether), S(=O)(Cl)Cl (Thionyl chloride). Conditions: time 3 hour. The product is O1C(=CC=C1)C1=C(CCl)C=CC=C1 (2-(2-furyl)benzyl chloride). RXN SMILES: O1C=CC=[C:2]1[C:6]1[CH:7]=[C:8]([CH:11]=[CH:12][CH:13]=1)CO.S(Cl)([Cl:16])=O.[CH2:18]([O:20][CH2:21][CH3:22])[CH3:19]>>[O:20]1[CH:21]=[CH:22][CH:19]=[C:18]1[C:13]1[CH:12]=[CH:11][CH:8]=[CH:7][C:6]=1[CH2:2][Cl:16]. Procedure: 160 mg of the resulting alcohol compound was dissolved in 3 ml of anhydrous ethyl ether. Thionyl chloride (73 microliters) was added, and under ice cooling, the mixture was stirred for 3 hours. After the reaction, the reaction mixture was washed with a saturated aqueous solution of sodium chloride and 5% sodium hydrogen carbonate to give an ethyl ether solution of the captioned compound. It was used directly in the reaction of Example 58. The reactants are [N+](=O)([O-])C1=CNC=C1 (3-nitropyrrole), FC1=CC=C(C=C1)B(O)O (4-fluorophenylboronic acid), C(C)(C)N(C(C)C)CC (N,N-diisopropylethylamine), resultant mixture. The product is FC1=CC=C(C=C1)N1C=C(C=C1)[N+](=O)[O-] (1-(4-Fluorophenyl)-3-nitro-1H-pyrrole). Reaction SMILES: [N+:1]([C:4]1[CH:8]=[CH:7][NH:6][CH:5]=1)([O-:3])=[O:2].[F:9][C:10]1[CH:15]=[CH:14][C:13](B(O)O)=[CH:12][CH:11]=1.C(N(CC)C(C)C)(C)C>C([O-])(=O)C.[Cu+2].C([O-])(=O)C.ClCCl>[F:9][C:10]1[CH:15]=[CH:14][C:13]([N:6]2[CH:7]=[CH:8][C:4]([N+:1]([O-:3])=[O:2])=[CH:5]2)=[CH:12][CH:11]=1 |f:3.4.5|. Solvent: ClCCl (dichloromethane). Reagents/catalysts: C(C)(=O)[O-].[Cu+2].C(C)(=O)[O-] (copper acetate). Isolated yield 35.7%. Procedure details: To a dichloromethane solution (4.0 mL) of 3-nitropyrrole (200 mg, 1.78 mmol), 4-fluorophenylboronic acid (499 mg, 3.57 mmol), and copper acetate (II) (486 mg, 2.68 mmol), N,N-diisopropylethylamine (606 μL, 3.57 mmol) was added and the resultant mixture was stirred at room temperature for 1 day. After completion of the reaction, the reaction solution was filtered with Celite and the filtrate was concentrated under reduced pressure. The obtained residue was purified by silica gel column chromatogr... Reactants: IC1=CC=C(N)C=C1 (4-iodoaniline), ClC1=NC(=CC(=N1)OC)OC (2-chloro-4,6-dimethoxypyrimidine), [H-].[Na+] (sodium hydride). Yields the product IC1=CC=C(C=C1)NC1=NC(=CC(=N1)OC)OC (N-(4-iodophenyl)-4,6-dimethoxypyrimidin-2-amine). Yield: 39.3%. As a reaction SMILES: [I:1][C:2]1[CH:8]=[CH:7][C:5]([NH2:6])=[CH:4][CH:3]=1.Cl[C:10]1[N:15]=[C:14]([O:16][CH3:17])[CH:13]=[C:12]([O:18][CH3:19])[N:11]=1.[H-].[Na+]>>[I:1][C:2]1[CH:8]=[CH:7][C:5]([NH:6][C:10]2[N:15]=[C:14]([O:16][CH3:17])[CH:13]=[C:12]([O:18][CH3:19])[N:11]=2)=[CH:4][CH:3]=1 |f:2.3|. Procedure details: In the same manner as in Reference Example 24-(1), 4-iodoaniline (220 mg) and 2-chloro-4,6-dimethoxypyrimidine (200 mg) were reacted in the presence of sodium hydride to obtain N-(4-iodophenyl)-4,6-dimethoxypyrimidin-2-amine (141 mg). (2) In the same manner as in Reference Example 24-(2), sodium hydride (16 mg), N-(4-iodophenyl)-4,6-dimethoxypyrimidin-2-amine (140 mg) and methyl iodide (0.024 ml) were reacted to obtain N-(4-iodophenyl)-4,6-dimethoxy-N-methylpyrimidin-2-amine (118 mg).